From a dataset of the Open Reaction Database (ORD), a public repository of structured organic reaction records. describe an organic reaction: reactants, conditions, products, and yield The reactants are C(C1=CC=CC=C1)OC([C@@H](NC([C@H](NC(C(C1N(CCC1)C(=O)OC(C)(C)C)O)=O)CC(C)C)=O)C(C)C)=O ([2-Hydroxy-2-(N-t-butyloxycarbonylpyrrolidin-2-yl)acetyl]-D-leucylvaline benzyl ester), Cl.O1CCOCC1 (hydrochloric acid dioxane). The solvent is ClCCl (dichloromethane). Product: Cl.C(C1=CC=CC=C1)OC([C@@H](NC([C@H](NC(C(C1NCCC1)O)=O)CC(C)C)=O)C(C)C)=O ([2-hydroxy-2-(pyrrolidin-2-yl)acetyl]-D-leucylvaline benzyl ester hydrochloride). As a reaction SMILES: [CH2:1]([O:8][C:9](=[O:39])[C@H:10]([CH:36]([CH3:38])[CH3:37])[NH:11][C:12](=[O:35])[C@@H:13]([CH2:31][CH:32]([CH3:34])[CH3:33])[NH:14][C:15](=[O:30])[CH:16]([OH:29])[CH:17]1[CH2:21][CH2:20][CH2:19][N:18]1C(OC(C)(C)C)=O)[C:2]1[CH:7]=[CH:6][CH:5]=[CH:4][CH:3]=1.[ClH:40].O1CCOCC1>ClCCl>[ClH:40].[CH2:1]([O:8][C:9](=[O:39])[C@H:10]([CH:36]([CH3:38])[CH3:37])[NH:11][C:12](=[O:35])[C@@H:13]([CH2:31][CH:32]([CH3:33])[CH3:34])[NH:14][C:15](=[O:30])[CH:16]([OH:29])[CH:17]1[CH2:21][CH2:20][CH2:19][NH:18]1)[C:2]1[CH:7]=[CH:6][CH:5]=[CH:4][CH:3]=1 |f:1.2,4.5|. Procedure: [2-Hydroxy-2-(N-t-butyloxycarbonylpyrrolidin-2-yl)acetyl]-D-leucylvaline benzyl ester (100 mg) was dissolved in dichloromethane (1 ml) and 1 ml of a 4N hydrochloric acid/dioxane solution was added to the solution under cooling with ice to conduct a reaction at room temperature for 2 h. The reaction liquid was concentrated under reduced pressure and the residue was washed with n-hexane several times and concentrated to give [2-hydroxy-2-(pyrrolidin-2-yl)acetyl]-D-leucylvaline benzyl ester hydroch...